This data is from the Open Reaction Database (ORD), a public repository of structured organic reaction records. The task is: describe an organic reaction: reactants, conditions, products, and yield The product is Clc1nc(Cl)nc(Oc2ccccc2)n1. RXN SMILES: [CH:19]([Cl:20])([Cl:21])[Cl:22].[Cl:8][c:9]1[n:10][c:11]([Cl:12])[n:13][c:14]([Cl:15])[n:16]1.[Na+:18].[OH-:17].[OH:1][c:2]1[cH:3][cH:4][cH:5][cH:6][cH:7]1>>[O:1]([c:2]1[cH:3][cH:4][cH:5][cH:6][cH:7]1)[c:14]1[n:13][c:11]([Cl:12])[n:10][c:9]([Cl:8])[n:16]1. Reactants: ClC(Cl)Cl, Clc1nc(Cl)nc(Cl)n1, [Na+], [OH-], Oc1ccccc1. The reactants are CC1C2=C(C(C3=C(SC=C3)C1)(O)C1CCN(CC1)C)C=CC=C2 (9,10-dihydro-9-methyl-4-(1-methyl-4-piperidyl)-4H-benzo[4,5]cyclohepta[1,2-b]thiophen-4-ol). Solvent: C(C)(C)O (isopropanol), Cl (hydrogen chloride), C(C)(C)O (isopropanol). The product is CC1C2=C(C(C3=C(SC=C3)C1)=C1CCN(CC1)C)C=CC=C2 (4-(9,10-dihydro-9-methyl-4H-benzo[4,5]cyclohepta[1,2-b]thiophen-4-ylidene)-1-methylpiperidine). RXN SMILES: [CH3:1][CH:2]1[CH2:11][C:7]2[S:8][CH:9]=[CH:10][C:6]=2[C:5]([CH:13]2[CH2:18][CH2:17][N:16]([CH3:19])[CH2:15][CH2:14]2)(O)[C:4]2[CH:20]=[CH:21][CH:22]=[CH:23][C:3]1=2>C(O)(C)C.Cl>[CH3:1][CH:2]1[CH2:11][C:7]2[S:8][CH:9]=[CH:10][C:6]=2[C:5](=[C:13]2[CH2:18][CH2:17][N:16]([CH3:19])[CH2:15][CH2:14]2)[C:4]2[CH:20]=[CH:21][CH:22]=[CH:23][C:3]1=2. Procedure: A solution of 12.0 g of 9,10-dihydro-9-methyl-4-(1-methyl-4-piperidyl)-4H-benzo[4,5]cyclohepta[1,2-b]thiophen-4-ol in 180 ml of isopropanol and 180 ml of 7N hydrogen chloride in isopropanol was boiled for 3 hours, and concentrated to dryness. The residue was taken up in 100 ml of water. The mixture was made alkaline with concentrated aqueous sodium hydroxide and then extracted with methylene chloride. The extracts were washed with water, dried over potassium carbonate and concentrated. The title... Reaction SMILES: [CH2:3]([CH3:4])[SH:5].[CH3:19][N:20]([CH3:21])[CH:22]=[O:23].[Cl:6][c:7]1[n:8][n:9]2[c:10]([n:11][c:12]([CH3:16])[cH:13][c:14]2[CH3:15])[cH:17]1.[H-:1].[Na+:2].[OH2:18]>>[CH2:3]([CH3:4])[S:5][c:7]1[n:8][n:9]2[c:10]([n:11][c:12]([CH3:16])[cH:13][c:14]2[CH3:15])[cH:17]1. The reactants are CCS, CN(C)C=O, Cc1cc(C)n2nc(Cl)cc2n1, [H-], [Na+], O. Product: CCSc1cc2nc(C)cc(C)n2n1. Starting materials: ClC1=C(CC2(OCC(O2)CCl)C=2C=NC=CC2)C=CC(=C1)Cl (3-[2-(2,4-dichlorobenzyl)-4-chloromethyl-1,3-dioxolan-2-yl] pyridine), O (water), C[O-].[Na+] (sodium methylate), [I-].[Na+] (sodium iodide). Solvent: CS(=O)C (dimethyl sulfoxide). The product is ClC1=C(CC2(OCC(O2)COC)C=2C=NC=CC2)C=CC(=C1)Cl (3-[2-(2,4-Dichlorobenzyl)-4-methoxymethyl-1,3-dioxolan-2yl] pyridine). RXN SMILES: [Cl:1][C:2]1[CH:21]=[C:20]([Cl:22])[CH:19]=[CH:18][C:3]=1[CH2:4][C:5]1([C:12]2[CH:13]=[N:14][CH:15]=[CH:16][CH:17]=2)[O:9][CH:8]([CH2:10]Cl)[CH2:7][O:6]1.[CH3:23][O-:24].[Na+].[I-].[Na+].O>CS(C)=O>[Cl:1][C:2]1[CH:21]=[C:20]([Cl:22])[CH:19]=[CH:18][C:3]=1[CH2:4][C:5]1([C:12]2[CH:13]=[N:14][CH:15]=[CH:16][CH:17]=2)[O:9][CH:8]([CH2:10][O:24][CH3:23])[CH2:7][O:6]1 |f:1.2,3.4|. Procedure: 6.0 g of 3-[2-(2,4-dichlorobenzyl)-4-chloromethyl-1,3-dioxolan-2-yl] pyridine, 1.8 g of sodium methylate and a catalytically acting amount of sodium iodide are stirred in 50 ml of dimethyl sulfoxide for 20 h at an internal temperature of +120° C. After cooling to RT, the reaction mixture is poured into 400 ml of water, and extracted twice with 120 ml of ethyl acetate each time. The organic phases are combined, washed with 150 ml of water, dried over sodium sulfate, treated with active charcoal a... As a reaction SMILES: [Br:1][C:2]1[C:3]([CH3:11])=[C:4]([CH:8]=[CH:9][CH:10]=1)[C:5]([OH:7])=O.[F:12][C:13]1([F:31])[CH2:18][CH2:17][C:16]([CH2:29][NH2:30])([C:19]2[CH:20]=[N:21][C:22]([C:25]([F:28])([F:27])[F:26])=[CH:23][CH:24]=2)[CH2:15][CH2:14]1>>[Br:1][C:2]1[C:3]([CH3:11])=[C:4]([CH:8]=[CH:9][CH:10]=1)[C:5]([NH:30][CH2:29][C:16]1([C:19]2[CH:20]=[N:21][C:22]([C:25]([F:28])([F:26])[F:27])=[CH:23][CH:24]=2)[CH2:17][CH2:18][C:13]([F:12])([F:31])[CH2:14][CH2:15]1)=[O:7]. Procedure details: From 3-bromo-2-methylbenzoic acid and C-[4,4-difluoro-1-(6-trifluoromethyl-pyridin-3-yl)-cyclohexyl]-methylamine. LCMS (MH+): m/z=491.1, tR (minutes, Method D)=0.84 The product is BrC=1C(=C(C(=O)NCC2(CCC(CC2)(F)F)C=2C=NC(=CC2)C(F)(F)F)C=CC1)C (3-Bromo-N-[4,4-difluoro-1-(6-trifluoromethyl-pyridin-3-yl)-cyclohexylmethyl]-2-methyl-benzamide). Reactants: BrC=1C(=C(C(=O)O)C=CC1)C (3-bromo-2-methylbenzoic acid), FC1(CCC(CC1)(C=1C=NC(=CC1)C(F)(F)F)CN)F (C-[4,4-difluoro-1-(6-trifluoromethyl-pyridin-3-yl)-cyclohexyl]-methylamine). Starting materials: ClC=1C=C(C=CC1O)C=C(C(=O)OCC)C (ethyl 3-(3-chloro-4-hydroxyphenyl)-2-methylacrylate), [H][H] (hydrogen). The reagents and catalysts are [Pd] (Pd/C). The solvent is C(C)(=O)OCC (ethyl acetate). Reaction conditions: time 8 hour. Yields the product ClC=1C=C(C=CC1O)CC(C(=O)OCC)C (ethyl 3-(3-chloro-4-hydroxyphenyl)-2-methylpropanoate). The yield is 96.8%. Reaction SMILES: [Cl:1][C:2]1[CH:3]=[C:4]([CH:9]=[C:10]([CH3:16])[C:11]([O:13][CH2:14][CH3:15])=[O:12])[CH:5]=[CH:6][C:7]=1[OH:8].[H][H]>C(OCC)(=O)C.[Pd]>[Cl:1][C:2]1[CH:3]=[C:4]([CH2:9][CH:10]([CH3:16])[C:11]([O:13][CH2:14][CH3:15])=[O:12])[CH:5]=[CH:6][C:7]=1[OH:8]. Procedure: To a solution of the alkene (515) (0.481 g, 2.0 mmol) in ethyl acetate (20 mL) was added Pd/C (48 mg, 10% Degussa type). A balloon of hydrogen gas was added and the reaction was evacuated and back-filled with hydrogen three times. The reaction was stirred overnight under a hydrogen balloon at room temperature, then filtered through a pad of celite and concentrated in vacuo to provide the intermediate ethyl 3-(3-chloro-4-hydroxyphenyl)-2-methylpropanoate (516A) (0.470 g, 96.9%) as a white solid. ... The reactants are CCOC(OCC)c1ccc(C(=O)CC(C)(C)C)cc1, CC(C)=O, O, Cc1ccc(S(=O)(=O)O)cc1. The product is CC(C)(C)CC(=O)c1ccc(C=O)cc1. RXN SMILES: [CH2:1]([O:3][CH:4]([O:2][CH2:18][CH3:19])[c:5]1[cH:6][cH:7][c:8]([C:11]([CH2:12][C:13]([CH3:14])([CH3:15])[CH3:16])=[O:17])[cH:9][cH:10]1)[CH3:20].[CH3:33][C:34](=[O:35])[CH3:36].[OH2:21].[c:22]1([CH3:23])[cH:24][cH:25][c:26]([S:27]([OH:28])(=[O:29])=[O:30])[cH:31][cH:32]1>>[O:3]=[CH:4][c:5]1[cH:6][cH:7][c:8]([C:11]([CH2:12][C:13]([CH3:14])([CH3:15])[CH3:16])=[O:17])[cH:9][cH:10]1. Reactants: CCOC(C)=O, C=CCC1CC(OCc2ccccc2)CO1, C1CCOC1, CCCCCC, [O-][I+3]([O-])([O-])[O-], [Na+], O. Yields the product O=CCC1CC(OCc2ccccc2)CO1. Reaction SMILES: [C:29]([O:30][CH2:31][CH3:32])(=[O:33])[CH3:34].[CH2:1]([CH:2]=[CH2:3])[CH:4]1[O:5][CH2:6][CH:7]([O:9][CH2:10][c:11]2[cH:12][cH:13][cH:14][cH:15][cH:16]2)[CH2:8]1.[CH2:35]1[O:36][CH2:37][CH2:38][CH2:39]1.[CH3:23][CH2:24][CH2:25][CH2:26][CH2:27][CH3:28].[I+3:17]([O-:18])([O-:19])([O-:20])[O-:21].[Na+:22].[OH2:40]>>[CH2:1]([CH:2]=[O:18])[CH:4]1[O:5][CH2:6][CH:7]([O:9][CH2:10][c:11]2[cH:12][cH:13][cH:14][cH:15][cH:16]2)[CH2:8]1. Starting materials: BrC=1C(=C(C=C(C1C)Cl)C(C)=O)O (1-(3-bromo-5-chloro-2-hydroxy-4-methylphenyl)ethanone), C1(=CC=CC=C1)P(C1=CC=CC=C1)C1=CC=CC=C1 (triphenylphosphine), N1(CCOCC1)CCO (4-morpholineethanol), O1CCCC1 (tetrahydrofuran), N(=NC(=O)OC(C)C)C(=O)OC(C)C (diisopropyl azodicarboxylate). Reaction conditions: temperature -10 celsius, time 15 minute. The product is BrC=1C(=C(C=C(C1C)Cl)C(C)=O)OCCN1CCOCC1 (1-[3-Bromo-5-chloro-4-methyl-2-(2-morpholin-4-ylethoxy)phenyl]ethanone). Yield: 30.6%. As a reaction SMILES: [Br:1][C:2]1[C:3]([OH:13])=[C:4]([C:10](=[O:12])[CH3:11])[CH:5]=[C:6]([Cl:9])[C:7]=1[CH3:8].C1(P(C2C=CC=CC=2)C2C=CC=CC=2)C=CC=CC=1.[N:33]1([CH2:39][CH2:40]O)[CH2:38][CH2:37][O:36][CH2:35][CH2:34]1.O1CCCC1.N(C(OC(C)C)=O)=NC(OC(C)C)=O>>[Br:1][C:2]1[C:3]([O:13][CH2:40][CH2:39][N:33]2[CH2:38][CH2:37][O:36][CH2:35][CH2:34]2)=[C:4]([C:10](=[O:12])[CH3:11])[CH:5]=[C:6]([Cl:9])[C:7]=1[CH3:8]. Procedure: A solution of 1-(3-bromo-5-chloro-2-hydroxy-4-methylphenyl)ethanone (34 mg, 0.13 mmol), triphenylphosphine (47 mg, 0.18 mmol), and 4-morpholineethanol (23 μL, 0.19 mmol) in tetrahydrofuran (0.38 mL, 4.6 mmol) at −10° C. was treated with diisopropyl azodicarboxylate (35 μL, 0.18 mmol) dropwise and stirred at −10° C. for 15 min and warmed to 20° C. for 30 minutes. The reaction mixture was concentrated, diluted with ethyl acetate (5 mL), and washed with water and brine, dried with magnesium sulfate... Reactants: ClC1=CC(=C2C=NN(C2=C1)S(=O)(=O)C1=CC=CC=C1)C=1OC(=CN1)CN1C[C@H](O[C@H](C1)C)C (6-chloro-4-(5-{[(2R,6S)-2,6-dimethyl-4-morpholinyl]methyl}-1,3-oxazol-2-yl)-1-(phenylsulfonyl)-1H-indazole), FC1=C(C=CC(=C1)F)S(=O)(=O)NC=1C(=NC=C(C1)B1OC(C(O1)(C)C)(C)C)OC (2,4-difluoro-N-[2-(methoxy)-5-(4,4,5,5-tetramethyl-1,3,2-dioxaborolan-2-yl)-3-pyridinyl]benzenesulfonamide), [O-]P(=O)([O-])[O-].[K+].[K+].[K+] (potassium phosphate tribasic), O (water). Reagents/catalysts: Cl[Pd]C1=C(C=CC=C1)C1=C(C=CC=C1)N(C)C.[C@@H]12C(C[C@@H](CC1)C2)PC2[C@H]1CC[C@@H](C2)C1 (chloro[2′-(dimethylamino)-2-biphenylyl]palladium 1(1R,4S)-bicyclo[2.2.1]hept-2-yl[(1S,4R)-bicyclo[2.2.1]hept-2-yl]phosphane). The solvent is O1CCOCC1 (1,4-dioxane). Reaction conditions: temperature 120 celsius, time 3 hour. The product is C[C@@H]1CN(C[C@@H](O1)C)CC1=CN=C(O1)C1=C2C=NN(C2=CC(=C1)C=1C=C(C(=NC1)OC)NS(=O)(=O)C1=C(C=C(C=C1)F)F)S(=O)(=O)C1=CC=CC=C1 (N-[5-[4-(5-{[(2R,6S)-2,6-Dimethyl-4-morpholinyl]methyl}-1,3-oxazol-2-yl)-1-(phenylsulfonyl)-1H-indazol-6-yl]-2-(methyloxy)-3-pyridinyl]-2,4-difluorobenzenesulfonamide). Yield: 34.0%. As a reaction SMILES: Cl[C:2]1[CH:10]=[C:9]2[C:5]([CH:6]=[N:7][N:8]2[S:11]([C:14]2[CH:19]=[CH:18][CH:17]=[CH:16][CH:15]=2)(=[O:13])=[O:12])=[C:4]([C:20]2[O:21][C:22]([CH2:25][N:26]3[CH2:31][C@H:30]([CH3:32])[O:29][C@H:28]([CH3:33])[CH2:27]3)=[CH:23][N:24]=2)[CH:3]=1.[F:34][C:35]1[CH:40]=[C:39]([F:41])[CH:38]=[CH:37][C:36]=1[S:42]([NH:45][C:46]1[C:47]([O:61][CH3:62])=[N:48][CH:49]=[C:50](B2OC(C)(C)C(C)(C)O2)[CH:51]=1)(=[O:44])=[O:43].[O-]P([O-])([O-])=O.[K+].[K+].[K+].O>O1CCOCC1.Cl[Pd]C1C=CC=CC=1C1C=CC=CC=1N(C)C.[C@H]12C[C@H](CC1)CC2PC1C[C@H]2C[C@@H]1CC2>[CH3:33][C@H:28]1[O:29][C@@H:30]([CH3:32])[CH2:31][N:26]([CH2:25][C:22]2[O:21][C:20]([C:4]3[CH:3]=[C:2]([C:50]4[CH:51]=[C:46]([NH:45][S:42]([C:36]5[CH:37]=[CH:38][C:39]([F:41])=[CH:40][C:35]=5[F:34])(=[O:44])=[O:43])[C:47]([O:61][CH3:62])=[N:48][CH:49]=4)[CH:10]=[C:9]4[C:5]=3[CH:6]=[N:7][N:8]4[S:11]([C:14]3[CH:19]=[CH:18][CH:17]=[CH:16][CH:15]=3)(=[O:13])=[O:12])=[N:24][CH:23]=2)[CH2:27]1 |f:2.3.4.5,8.9|. Reported procedure: To a solution of 6-chloro-4-(5-{[(2R,6S)-2,6-dimethyl-4-morpholinyl]methyl}-1,3-oxazol-2-yl)-1-(phenylsulfonyl)-1H-indazole (0.2 g, 0.411 mmol) and 2,4-difluoro-N-[2-(methoxy)-5-(4,4,5,5-tetramethyl-1,3,2-dioxaborolan-2-yl)-3-pyridinyl]benzenesulfonamide (0.228 mg, 0.534 mmol) in 1,4-dioxane (2 ml) was added chloro[2′-(dimethylamino)-2-biphenylyl]palladium-1(1R,4S)-bicyclo[2.2.1]hept-2-yl[(1S,4R)-bicyclo[2.2.1]hept-2-yl]phosphane (11.5 mg, 0.021 mmol), potassium phosphate tribasic (0.262 g, 1.23...